Dataset: the Open Reaction Database (ORD), a public repository of structured organic reaction records. Task: describe an organic reaction: reactants, conditions, products, and yield Reactants: COc1ccc(-c2nn3c(NCCCCN)cccc3c2-c2ccnc(NC3CCCC3)n2)cc1, ClCCl, O=C1CCC(=O)O1. Product: COc1ccc(-c2nn3c(NCCCCNC(=O)CCC(=O)O)cccc3c2-c2ccnc(NC3CCCC3)n2)cc1. As a reaction SMILES: [CH:1]1([NH:6][c:7]2[n:8][cH:9][cH:10][c:11](-[c:13]3[c:14](-[c:28]4[cH:29][cH:30][c:31]([O:34][CH3:35])[cH:32][cH:33]4)[n:15][n:16]4[c:17]3[cH:18][cH:19][cH:20][c:21]4[NH:22][CH2:23][CH2:24][CH2:25][CH2:26][NH2:27])[n:12]2)[CH2:2][CH2:3][CH2:4][CH2:5]1.[Cl:43][CH2:44][Cl:45].[O:36]=[C:37]1[CH2:38][CH2:39][C:40](=[O:41])[O:42]1>>[CH:1]1([NH:6][c:7]2[n:8][cH:9][cH:10][c:11](-[c:13]3[c:14](-[c:28]4[cH:29][cH:30][c:31]([O:34][CH3:35])[cH:32][cH:33]4)[n:15][n:16]4[c:17]3[cH:18][cH:19][cH:20][c:21]4[NH:22][CH2:23][CH2:24][CH2:25][CH2:26][NH:27][C:40]([CH2:39][CH2:38][C:37](=[O:36])[OH:42])=[O:41])[n:12]2)[CH2:2][CH2:3][CH2:4][CH2:5]1.